Dataset: the Open Reaction Database (ORD), a public repository of structured organic reaction records. Task: describe an organic reaction: reactants, conditions, products, and yield The reactants are C(C(C)(C)C)O (neopentyl alcohol), [H-].[Na+] (sodium hydride), C(C)(C)(C)OC(=O)N1CCC2=C(CC1)C(=C(C=C2)Cl)SCC=2N=NC(=CC2)Cl (3-tert-butoxycarbonyl-7-chloro-6-(6-chloro-pyridazin-3-ylmethylthio)-2,3,4,5-tetrahydro-1H-benzo[d]azepine). Solvent: C1CCOC1 (THF), C1CCOC1 (THF), O (water). Reaction conditions: time 3 hour. The product is C(C)(C)(C)OC(=O)N1CCC2=C(CC1)C(=C(C=C2)Cl)SCC=2N=NC(=CC2)OCC(C)(C)C (3-tert-butoxycarbonyl-7-chloro-6-[6-(2,2-dimethyl-propoxy)-pyridazin-3-ylmethylthio]-2,3,4,5-tetrahydro-1H-benzo[d]azepine). Yield: 27.9%. As a reaction SMILES: [CH2:1]([OH:6])[C:2]([CH3:5])([CH3:4])[CH3:3].[H-].[Na+].[C:9]([O:13][C:14]([N:16]1[CH2:22][CH2:21][C:20]2[C:23]([S:28][CH2:29][C:30]3[N:31]=[N:32][C:33](Cl)=[CH:34][CH:35]=3)=[C:24]([Cl:27])[CH:25]=[CH:26][C:19]=2[CH2:18][CH2:17]1)=[O:15])([CH3:12])([CH3:11])[CH3:10]>C1COCC1.O>[C:9]([O:13][C:14]([N:16]1[CH2:22][CH2:21][C:20]2[C:23]([S:28][CH2:29][C:30]3[N:31]=[N:32][C:33]([O:6][CH2:1][C:2]([CH3:5])([CH3:4])[CH3:3])=[CH:34][CH:35]=3)=[C:24]([Cl:27])[CH:25]=[CH:26][C:19]=2[CH2:18][CH2:17]1)=[O:15])([CH3:12])([CH3:10])[CH3:11] |f:1.2|. Reported procedure: To a stirred solution of neopentyl alcohol (105 mg, 1.19 mm ol) in THF (5 mL) at ambient temperature add sodium hydride (31 mg, 95%, 1.19 mmol) and continue stirring for 3 h at ambient temperature. Add a solution of 3-tert-butoxycarbonyl-7-chloro-6-(6-chloro-pyridazin-3-ylmethylthio)-2,3,4,5-tetrahydro-1H-benzo[d]azepine (315 mg, 0.59 mmol) in THF (1 mL) and continue stirring overnight at ambient temperature and then at 60° C. for 1 h. Dilute with water, extract the reaction mixture three times ... The reactants are CN1C=C(C2=CC=CC=C12)C(=O)O (1-methyl-1H-indole-3-carboxylic acid), C(=O)(N1C=NC=C1)N1C=NC=C1 (1,1'-carbonyldiimidazole), N12CCCC(CC1)(C2)CO (1-azabicyclo[3.2.1]octane-5-methanol), C(CCC)[Li].CCCCCC (n-butyllithium hexane). Solvent: O1CCCC1 (tetrahydrofuran), O1CCCC1 (tetrahydrofuran). Reaction conditions: time 1 hour. Product: N12CCCC(CC1)(C2)COC(=O)C2=CN(C1=CC=CC=C21)C (1-Methyl-1H-indole-3-carboxylic acid 1-azabicyclo[3.2.1]oct-5-ylmethyl ester). Isolated yield 57.6%. Reaction SMILES: [CH3:1][N:2]1[C:10]2[C:5](=[CH:6][CH:7]=[CH:8][CH:9]=2)[C:4]([C:11]([OH:13])=[O:12])=[CH:3]1.C(N1C=CN=C1)(N1C=CN=C1)=O.[N:26]12[CH2:33][C:30]([CH2:34]O)([CH2:31][CH2:32]1)[CH2:29][CH2:28][CH2:27]2.C([Li])CCC.CCCCCC>O1CCCC1>[N:26]12[CH2:33][C:30]([CH2:34][O:12][C:11]([C:4]3[C:5]4[C:10](=[CH:9][CH:8]=[CH:7][CH:6]=4)[N:2]([CH3:1])[CH:3]=3)=[O:13])([CH2:31][CH2:32]1)[CH2:29][CH2:28][CH2:27]2 |f:3.4|. Procedure details: A solution of 1-methyl-1H-indole-3-carboxylic acid (1.75 g, 10 mmol) in anhydrous tetrahydrofuran (10 mL) under nitrogen was treated with 1,1'-carbonyldiimidazole (1.79 g, 11 mmol), stirred for one hour, and degassed under a stream of nitrogen over 10 minutes. Meanwhile a cooled (-10° C.) solution of 1-azabicyclo[3.2.1]octane-5-methanol (1.55 g, 11 mmol) in anhydrous tetrahydrofuran (10 mL) under nitrogen was treated (via syringe) with 2.5N n-butyllithium/hexane (10.5 mmol), stirred for 30 minut... The reactants are C(C)OC(=O)N1CCC(CC1)OS(=O)(=O)C (1-ethoxycarbonyl-4-mesyloxypiperidine), FC(OC1=C(C=CC=C1)O)(F)F (trifluoromethoxyphenol), C([O-])([O-])=O.[K+].[K+] (potassium carbonate). Reagents/catalysts: [Cl-].C(CCC)[N+](CCCC)(CCCC)CCCC (tetrabutylammonium chloride). The solvent is O (water). The product is C(C)OC(=O)N1CCC(CC1)OC1=CC=C(C=C1)OC(F)(F)F (1-ethoxycarbonyl-4-(4-trifluoromethoxyphenoxy)piperidine). As a reaction SMILES: [CH2:1]([O:3][C:4]([N:6]1[CH2:11][CH2:10][CH:9]([O:12]S(C)(=O)=O)[CH2:8][CH2:7]1)=[O:5])[CH3:2].[F:17][C:18]([F:28])([F:27])[O:19][C:20]1[CH:25]=[CH:24][CH:23]=[CH:22][C:21]=1O.C(=O)([O-])[O-].[K+].[K+]>[Cl-].C([N+](CCCC)(CCCC)CCCC)CCC.O>[CH2:1]([O:3][C:4]([N:6]1[CH2:11][CH2:10][CH:9]([O:12][C:23]2[CH:22]=[CH:21][C:20]([O:19][C:18]([F:17])([F:27])[F:28])=[CH:25][CH:24]=2)[CH2:8][CH2:7]1)=[O:5])[CH3:2] |f:2.3.4,5.6|. Reported procedure: 1-ethoxycarbonyl-4-mesyloxypiperidine (13.6 g), trifluoromethoxyphenol (4.0 g), tetrabutylammonium chloride (1.2 g) and potassium carbonate (7.72 g) were suspended in water (20 mL) and the suspension was refluxed for 3 hours. The reaction solution was cooled to room temperature, and then the reaction product was extracted with toluene (24 mL). The extract was washed with water (20 mL×2), and then the solvent was concentrated under reduced pressure to obtain a target compound as a light yellow oi... Solvent: C(C)(=O)O (acetic acid). Reaction SMILES: [CH:1]1([CH:7]([CH2:22][C:23]2[CH:28]=[CH:27][C:26]([C:29](=[NH:32])[NH:30]O)=[CH:25][CH:24]=2)[C:8]([N:10]([CH2:18][C:19]([OH:21])=[O:20])[CH2:11][CH:12]2[CH2:17][CH2:16][CH2:15][CH2:14][CH2:13]2)=[O:9])[CH2:6][CH2:5][CH2:4][CH2:3][CH2:2]1>C(O)(=O)C.[Pd]>[C:29]([C:26]1[CH:25]=[CH:24][C:23]([CH2:22][CH:7]([CH:1]2[CH2:6][CH2:5][CH2:4][CH2:3][CH2:2]2)[C:8]([N:10]([CH2:18][C:19]([OH:21])=[O:20])[CH2:11][CH:12]2[CH2:17][CH2:16][CH2:15][CH2:14][CH2:13]2)=[O:9])=[CH:28][CH:27]=1)(=[NH:30])[NH2:32]. The reagents and catalysts are [Pd] (palladium on charcoal). Product: C(N)(=N)C1=CC=C(C=C1)CC(C(=O)N(CC1CCCCC1)CC(=O)O)C1CCCCC1 ({[3-(4-Carbamimidoyl-phenyl)-2-(R,S)-cyclohexyl-propionyl]-cyclohexylmethyl-amino}-acetic acid). Starting materials: C1(CCCCC1)C(C(=O)N(CC1CCCCC1)CC(=O)O)CC1=CC=C(C=C1)C(NO)=N (({2-(R,S)-Cyclohexyl-3-[4-(N-hydroxycarbamimidoyl)-phenyl]-propionyl}-cyclohexylmethyl-amino)-acetic acid). Procedure details: ({2-(R,S)-Cyclohexyl-3-[4-(N-hydroxycarbamimidoyl)-phenyl]-propionyl}-cyclohexylmethyl-amino)-acetic acid (1.5 g, 3.38 mmol) was dissolved in acetic acid (40 ml). After addition of palladium on charcoal (10%, 100 mg), hydroxgen was bubbled in the reaction mixture at 50°C. for 8 hours. The catalyst was filtered off and washed with acetic acid. The filtrate was evaporated, the residue dissolved in water, lyophilized and purified by chromatography on Sephadex LH20 employing n-butanol (17): glacial ...